From a dataset of the Open Reaction Database (ORD), a public repository of structured organic reaction records. describe an organic reaction: reactants, conditions, products, and yield The reactants are COC1CN(C1)C1=NC=C(C=N1)C=1CCN(CC1)C(=O)OC(C)(C)C (tert-Butyl 4-[2-(3-methoxyazetidin-1-yl)pyrimidin-5-yl]-3,6-dihydropyridine-1(2H)-carboxylate), Cl.O1CCOCC1 (hydrogen chloride dioxane). The reagents and catalysts are [C].[Pd] (palladium carbon). The solvent is CCO (EtOH), CCO (EtOH). Reaction conditions: time 5 hour. Product: COC1CN(C1)C1=NC=C(C=N1)C1CCNCC1 (2-(3-methoxyazetidin-1-yl)-5-(piperidin-4-yl)pyrimidine). Yield: 41.3%. RXN SMILES: [CH3:1][O:2][CH:3]1[CH2:6][N:5]([C:7]2[N:12]=[CH:11][C:10]([C:13]3[CH2:14][CH2:15][N:16](C(OC(C)(C)C)=O)[CH2:17][CH:18]=3)=[CH:9][N:8]=2)[CH2:4]1.Cl.O1CCOCC1>[C].[Pd].CCO>[CH3:1][O:2][CH:3]1[CH2:4][N:5]([C:7]2[N:8]=[CH:9][C:10]([CH:13]3[CH2:14][CH2:15][NH:16][CH2:17][CH2:18]3)=[CH:11][N:12]=2)[CH2:6]1 |f:1.2,3.4|. Reported procedure: tert-Butyl 4-[2-(3-methoxyazetidin-1-yl)pyrimidin-5-yl]-3,6-dihydropyridine-1(2H)-carboxylate (483 mg) was mixed with EtOH (5 ml), and 10% palladium carbon (100 mg) was added thereto, followed by stirring at room temperature for 5 hours under hydrogen atmosphere. The reaction mixture was filtered using Celite as a filtration adjuvant, and the filtrate was concentrated under reduced pressure. The residue was purified by silica gel column chromatography (hexane/EtOAc). The purified product thus ob... As a reaction SMILES: [CH3:1][C:2]1([CH3:11])[O:7][CH2:6][CH2:5][N:4]([CH2:8][CH2:9][OH:10])[CH2:3]1.[Cl:12][C:13]1[CH:18]=[CH:17][C:16]([C:19]2[S:20][C:21]3[C:22](=[O:37])[N:23]([C:28]4[CH:33]=[CH:32][C:31](O)=[C:30]([O:35][CH3:36])[CH:29]=4)[CH:24]=[CH:25][C:26]=3[N:27]=2)=[CH:15][CH:14]=1.C1(P(C2C=CC=CC=2)C2C=CC=CC=2)C=CC=CC=1.N(C(OC(C)C)=O)=NC(OC(C)C)=O.[OH-].[Na+].C1(O)C=CC=CC=1>C1COCC1.C(Cl)Cl>[Cl:12][C:13]1[CH:18]=[CH:17][C:16]([C:19]2[S:20][C:21]3[C:22](=[O:37])[N:23]([C:28]4[CH:33]=[CH:32][C:31]([O:10][CH2:9][CH2:8][N:4]5[CH2:5][CH2:6][O:7][C:2]([CH3:11])([CH3:1])[CH2:3]5)=[C:30]([O:35][CH3:36])[CH:29]=4)[CH:24]=[CH:25][C:26]=3[N:27]=2)=[CH:15][CH:14]=1 |f:4.5|. Yield: 6.2%. Run in C(Cl)Cl (CH2Cl2), C1CCOC1 (THF). Reactants: ClC1=CC=C(C=C1)C=1SC=2C(N(C=CC2N1)C1=CC(=C(C=C1)O)OC)=O (2-(4-chloro-phenyl)-5-(4-hydroxy-3-methoxy-phenyl)-5H-thiazolo[5,4-c]pyridin-4-one), N(=NC(=O)OC(C)C)C(=O)OC(C)C (diisopropyl azodicarboxylate), [OH-].[Na+] (NaOH), CC1(CN(CCO1)CCO)C (2-(2,2-dimethyl-morpholin-4-yl)-ethanol), C1(=CC=CC=C1)P(C1=CC=CC=C1)C1=CC=CC=C1 (triphenylphosphine), C1(=CC=CC=C1)O (phenol). Conditions: time 1.5 hour. Yields the product ClC1=CC=C(C=C1)C=1SC=2C(N(C=CC2N1)C1=CC(=C(C=C1)OCCN1CC(OCC1)(C)C)OC)=O (2-(4-Chloro-phenyl)-5-{4-[2-(2,2-dimethyl-morpholin-4-yl)-ethoxy]-3-methoxy-phenyl}-5H-thiazolo[5,4-c]pyridin-4-one). Procedure details: Dissolve 2-(2,2-dimethyl-morpholin-4-yl)-ethanol (88 mg, 0.55 mmol) in 4.5 mL THF (4.5 mL). Add 2-(4-chloro-phenyl)-5-(4-hydroxy-3-methoxy-phenyl)-5H-thiazolo[5,4-c]pyridin-4-one (211 mg, 0.55 mmol). This forms a slurry to which is added 217 mg (0.83 mmol) of triphenylphosphine (217 mg, 0.83 mmol) followed by 161 μL (0.83 mmol) of diisopropyl azodicarboxylate (DIAD). The reaction then becomes a solution. Heat the reaction to 80° C. for 16 h. Pour into 1N NaOH (200 mL) and extract with CH2Cl2 (2×...